Dataset: the Open Reaction Database (ORD), a public repository of structured organic reaction records. Task: describe an organic reaction: reactants, conditions, products, and yield The reactants are CCOC(=O)C(C)(O)CN(Cc1ccccc1)C1CCCC1, CCN(CC)S(F)(F)F, ClCCl. Product: CCOC(=O)C(C)(F)CN(Cc1ccccc1)C1CCCC1. Reaction SMILES: [CH2:1]([c:2]1[cH:3][cH:4][cH:5][cH:6][cH:7]1)[N:8]([CH2:9][C:10]([C:11](=[O:12])[O:13][CH2:14][CH3:15])([CH3:16])[OH:17])[CH:18]1[CH2:19][CH2:20][CH2:21][CH2:22]1.[CH2:23]([N:24]([S:25]([F:26])([F:27])[F:29])[CH2:28][CH3:30])[CH3:31].[Cl:32][CH2:33][Cl:34]>>[CH2:1]([c:2]1[cH:3][cH:4][cH:5][cH:6][cH:7]1)[N:8]([CH2:9][C:10]([C:11](=[O:12])[O:13][CH2:14][CH3:15])([CH3:16])[F:29])[CH:18]1[CH2:19][CH2:20][CH2:21][CH2:22]1. Reactants: C(C)N1C2=C(C=3C=CC=CC13)S(N(C(=C2O)C(=O)OC)C)(=O)=O (methyl 5-ethyl-2,5-dihydro-4-hydroxy-2-methyl-1,2-thiazino[5,6-b]indole-3-carboxylate-1,1-dioxide), NC1=NC=CC=C1 (2-amino-pyridine). Solvent: C=1(C(=CC=CC1)C)C (xylene). Yields the product C(C)N1C2=C(C=3C=CC=CC13)S(N(C(=C2O)C(=O)NC2=NC=CC=C2)C)(=O)=O (5-Ethyl-2,5-dihydro-4-hydroxy-2-methyl-N-(2-pyridyl)-1,2 thiazino[5,6-b]indole-3-carboxamide 1,1-dioxide). The yield is 72.0%. RXN SMILES: [CH2:1]([N:3]1[C:11]2[CH:10]=[CH:9][CH:8]=[CH:7][C:6]=2[C:5]2[S:12](=[O:23])(=[O:22])[N:13]([CH3:21])[C:14]([C:17](OC)=[O:18])=[C:15]([OH:16])[C:4]1=2)[CH3:2].[NH2:24][C:25]1[CH:30]=[CH:29][CH:28]=[CH:27][N:26]=1>C1(C)C(C)=CC=CC=1>[CH2:1]([N:3]1[C:11]2[CH:10]=[CH:9][CH:8]=[CH:7][C:6]=2[C:5]2[S:12](=[O:23])(=[O:22])[N:13]([CH3:21])[C:14]([C:17]([NH:24][C:25]3[CH:30]=[CH:29][CH:28]=[CH:27][N:26]=3)=[O:18])=[C:15]([OH:16])[C:4]1=2)[CH3:2]. Procedure: 5-Ethyl-2,5-dihydro-4-hydroxy-2-methyl-N-(2-pyridyl)-1,2 thiazino[5,6-b]indole-3-carboxamide 1,1-dioxide was prepared analogous to Example 15 from methyl 5-ethyl-2,5-dihydro-4-hydroxy-2-methyl-1,2-thiazino[5,6-b]indole-3-carboxylate-1,1-dioxide and 2-amino-pyridine with a yield of 72% of theory. M.p.: 232° C. (decomposition, from xylene). Starting materials: CCO, CCOC(=O)CC1(O)CCc2ccc(F)cc21, [Na+], [OH-]. Yields the product O=C(O)CC1(O)CCc2ccc(F)cc21. RXN SMILES: [CH3:20][CH2:21][OH:22].[F:1][c:2]1[cH:3][cH:4][c:5]2[c:9]([cH:10]1)[C:8]([OH:11])([CH2:12][C:13](=[O:14])[O:15][CH2:16][CH3:17])[CH2:7][CH2:6]2.[Na+:19].[OH-:18]>>[F:1][c:2]1[cH:3][cH:4][c:5]2[c:9]([cH:10]1)[C:8]([OH:11])([CH2:12][C:13](=[O:14])[OH:15])[CH2:7][CH2:6]2. Reactants: C[Si]([O-])(C)C.[K+] (Potassium trimethylsilanolate), C(C)(C)(C)N1C[C@H]([C@@H](C1)C1=C(C=C(C=C1)F)F)C(=O)N1CCC(CC1)C1=C(C=C(C=C1)Cl)C(C(=O)OC)C (Methyl 2-[2-(1-{[(3S,4R)-1-Tert-Butyl-4-(2,4-Difluorophenyl)Pyrrolidin-3-yl]Carbonyl}Piperidin-4-yl)-5-Chlorophenyl]Propanoate). Run in O1CCCC1 (tetrahydrofuran). Conditions: time 15 hour. The product is C(C)(C)(C)N1C[C@H]([C@@H](C1)C1=C(C=C(C=C1)F)F)C(=O)N1CCC(=CC1)C1=C(C=C(C=C1)Cl)C(C(=O)O)C (2-[2-(1-{[(3S,4R)-1-Tert-Butyl-4-(2,4-Difluorophenyl)Pyrrolidin-3-yl]Carbonyl}-1,2,3,6-Tetrahydropyridin-4-yl)-5-Chlorophenyl]Propanoic Acid). As a reaction SMILES: C[Si](C)(C)[O-].[K+].[C:7]([N:11]1[CH2:15][C@@H:14]([C:16]2[CH:21]=[CH:20][C:19]([F:22])=[CH:18][C:17]=2[F:23])[C@H:13]([C:24]([N:26]2[CH2:31][CH2:30][CH:29]([C:32]3[CH:37]=[CH:36][C:35]([Cl:38])=[CH:34][C:33]=3[CH:39]([CH3:44])[C:40]([O:42]C)=[O:41])[CH2:28][CH2:27]2)=[O:25])[CH2:12]1)([CH3:10])([CH3:9])[CH3:8]>O1CCCC1>[C:7]([N:11]1[CH2:15][C@@H:14]([C:16]2[CH:21]=[CH:20][C:19]([F:22])=[CH:18][C:17]=2[F:23])[C@H:13]([C:24]([N:26]2[CH2:27][CH:28]=[C:29]([C:32]3[CH:37]=[CH:36][C:35]([Cl:38])=[CH:34][C:33]=3[CH:39]([CH3:44])[C:40]([OH:42])=[O:41])[CH2:30][CH2:31]2)=[O:25])[CH2:12]1)([CH3:10])([CH3:8])[CH3:9] |f:0.1|. Reported procedure: Potassium trimethylsilanolate (0.645 g, 5.03 mmol) was added to a stirred solution of methyl 2-[2-(1-{[(3S,4R)-1-tert-butyl-4-(2,4-difluorophenyl)pyrrolidin-3-yl]carbonyl}piperidin-4-yl)-5-chlorophenyl]propanoate (2-5) (1.10 g, 2.01 mmol) in tetrahydrofuran (10 mL) at room temperature. After approximately 15 h, the volatiles were evaporated in vacuo and the crude residue was treated with a saturated solution of hydrogen chloride in ethyl acetate. After approximately 5 min, the reaction mixture w... Reactants: CCO, O=C(C1CC1)N1CCNCC1, COc1cc2nc(Cl)nc(N)c2cc1OC. Yields the product COc1cc2nc(N3CCN(C(=O)C4CC4)CC3)nc(N)c2cc1OC. RXN SMILES: [CH3:28][CH2:29][OH:30].[CH:1]1([C:4](=[O:5])[N:6]2[CH2:7][CH2:8][NH:9][CH2:10][CH2:11]2)[CH2:2][CH2:3]1.[Cl:12][c:13]1[n:14][c:15]2[cH:16][c:17]([O:26][CH3:27])[c:18]([O:24][CH3:25])[cH:19][c:20]2[c:21]([NH2:23])[n:22]1>>[CH:1]1([C:4](=[O:5])[N:6]2[CH2:7][CH2:8][N:9]([c:13]3[n:14][c:15]4[cH:16][c:17]([O:26][CH3:27])[c:18]([O:24][CH3:25])[cH:19][c:20]4[c:21]([NH2:23])[n:22]3)[CH2:10][CH2:11]2)[CH2:2][CH2:3]1. The reactants are Cl (hydrochloric acid), [Cl-].[Al+3].[Cl-].[Cl-] (aluminum chloride), C(C)(=O)Cl (acetyl chloride), BrC1=CC(=C(C=C1)C1=CC=CC=C1)F (4-bromo-2-fluoro-biphenyl). Solvent: C(Cl)Cl (methylene chloride), C(Cl)Cl (methylene chloride). Reaction conditions: temperature 0 celsius. Yields the product C(C)(=O)C1=CC=C(C=C1)C1=C(C=C(C=C1)Br)F (4-acetyl-2'-fluoro-4'-bromobiphenyl). The yield is 82.2%. RXN SMILES: [Cl-].[Al+3].[Cl-].[Cl-].[C:5](Cl)(=[O:7])[CH3:6].[Br:9][C:10]1[CH:15]=[CH:14][C:13]([C:16]2[CH:21]=[CH:20][CH:19]=[CH:18][CH:17]=2)=[C:12]([F:22])[CH:11]=1.Cl>C(Cl)Cl>[C:5]([C:19]1[CH:18]=[CH:17][C:16]([C:13]2[CH:14]=[CH:15][C:10]([Br:9])=[CH:11][C:12]=2[F:22])=[CH:21][CH:20]=1)(=[O:7])[CH3:6] |f:0.1.2.3|. Reported procedure: A reaction vessel was charged with 113 g of anhydrous aluminum chloride and 600 ml of methylene chloride. To the mixture was added dropwise 113 g of acetyl chloride with stirring at a temperature not higher than 0° C., and was then added dropwise a solution of 100 g of 4-bromo-2-fluoro-biphenyl in 400 ml of methylene chloride. The mixture was reacted with stirring for 7 hours while gradually bringing it back to room temperature. The reaction liquid was poured into ice and diluted hydrochloric ac... The reactants are COc1ccc(Cl)cc1C(C)(C)O, COc1ccc(F)cc1C(C)(C)c1cc(F)ccc1O, Oc1ccc(Cl)cc1. The product is COc1ccc(Cl)cc1C(C)(C)c1cc(Cl)ccc1O. As a reaction SMILES: [Cl:1][c:2]1[cH:3][cH:4][c:5]([O:12][CH3:13])[c:6]([C:8]([CH3:9])([CH3:10])[OH:11])[cH:7]1.[F:22][c:23]1[cH:24][cH:25][c:26]([OH:27])[c:28]([C:29]([c:30]2[cH:31][c:32]([F:33])[cH:34][cH:35][c:36]2[O:37][CH3:38])([CH3:39])[CH3:40])[cH:41]1.[OH:14][c:15]1[cH:16][cH:17][c:18]([Cl:19])[cH:20][cH:21]1>>[Cl:1][c:2]1[cH:3][cH:4][c:5]([O:12][CH3:13])[c:6]([C:8]([CH3:9])([CH3:10])[c:16]2[c:15]([OH:14])[cH:21][cH:20][c:18]([Cl:19])[cH:17]2)[cH:7]1. Starting materials: CN1C(N(C(=C(C1=O)C1=NN(C=C1SC)C=1C=CC=C(C#N)C1)C)C1=CC(=CC=C1)C(F)(F)F)=O (5-(3,6-dimethyl-2,4-dioxo-1-(3-trifluoromethylphenyl)-1,2,3,4-tetrahydropyrimidin-5-yl-4-(methylthio)-1H-pyrazol-1-yl)benzonitrile), OO (hydrogen peroxide), C(C)(=O)O (acetic acid), S(=S)(=O)([O-])[O-].[Na+].[Na+] (sodium thiosulfate). Reagents/catalysts: [O-][W](=O)(=O)[O-].[Na+].[Na+] (sodium tungstate). Solvent: C(C)(=O)OCC (ethyl acetate). Conditions: time 4 hour. Yields the product CN1C(N(C(=C(C1=O)C1=NN(C=C1S(=O)(=O)C)C=1C=CC=C(C#N)C1)C)C1=CC(=CC=C1)C(F)(F)F)=O (5-(3,6-dimethyl-2,4-dioxo-1-(3-trifluoromethylphenyl)-1,2,3,4-tetrahydropyrimidin-5-yl-4-(methylsulfonyl)-1H-pyrazol-1-yl)benzonitrile). RXN SMILES: [CH3:1][N:2]1[C:7](=[O:8])[C:6]([C:9]2[C:13](SC)=[CH:12][N:11]([C:16]3[CH:17]=[CH:18][CH:19]=[C:20]([CH:23]=3)[C:21]#[N:22])[N:10]=2)=[C:5]([CH3:24])[N:4]([C:25]2[CH:30]=[CH:29][CH:28]=[C:27]([C:31]([F:34])([F:33])[F:32])[CH:26]=2)[C:3]1=[O:35].OO.[S:38]([O-:42])([O-])(=[O:40])=S.[Na+].[Na+].[C:45](O)(=O)C>C(OCC)(=O)C.[O-][W]([O-])(=O)=O.[Na+].[Na+]>[CH3:1][N:2]1[C:7](=[O:8])[C:6]([C:9]2[C:13]([S:38]([CH3:45])(=[O:42])=[O:40])=[CH:12][N:11]([C:16]3[CH:17]=[CH:18][CH:19]=[C:20]([CH:23]=3)[C:21]#[N:22])[N:10]=2)=[C:5]([CH3:24])[N:4]([C:25]2[CH:30]=[CH:29][CH:28]=[C:27]([C:31]([F:33])([F:34])[F:32])[CH:26]=2)[C:3]1=[O:35] |f:2.3.4,7.8.9|. Procedure: To a solution of 4-(5-(3,6-dimethyl-2,4-dioxo-1-(3-trifluoromethylphenyl)-1,2,3,4-tetrahydropyrimidin-5-yl-4-(methylthio)-1H-pyrazol-1-yl)benzonitrile (prepared in Example 269) (57.4 mg) in acetic acid (1.0 ml) were added aqueous hydrogen peroxide solution (63.4 μl) and sodium tungstate (3.8 mg) and the resulting mixture was stirred at room temperature for four hours. To the reaction mixture was added 10% aqueous sodium thiosulfate solution (1 ml) and the resulting mixture was stirred at room te...